Dataset: the Open Reaction Database (ORD), a public repository of structured organic reaction records. Task: describe an organic reaction: reactants, conditions, products, and yield Reactants: starting material, BrC1=CC=CC=2[C@H]3[C@@H](NC12)CCNC3 ([4aS,9bR]-6-bromo-2,3,4,4a,5,9b-hexahydro-1H-pyrido[4,3-b]indole), BrC1=CC=CC=2[C@H]3[C@@H](NC12)CCNC3 ([4aS,9bR]-6-bromo-2,3,4,4a,5,9b-hexahydro-1H-pyrido[4,3-b]indole), S-mandelate, C(=O)([O-])[O-].[Na+].[Na+] (Na2CO3), BrC1=CC=CC=2[C@H]3[C@@H](NC12)CCNC3 ([4aS,9bR]-6-bromo-2,3,4,4a,5,9b-hexahydro-1H-pyrido[4,3-b]indole), C([C@@H](O)C1=CC=CC=C1)(=O)[O-] ((S)-mandelate), ClC(=O)OCC (ethyl chloroformate). Run in C1CCOC1 (THF), C1CCOC1 (THF). Reaction conditions: temperature 25 celsius, time 10 minute. Product: BrC1=CC=CC=2[C@H]3[C@@H](NC12)CCN(C3)C(=O)OCC ((4aS,9bR)-ethyl 6-bromo-3,4,4a,5-tetrahydro-1H-pyrido[4,3-b]indole-2(9bH)-carboxylate). RXN SMILES: [Br:1][C:2]1[C:10]2[NH:9][C@H:8]3[CH2:11][CH2:12][NH:13][CH2:14][C@H:7]3[C:6]=2[CH:5]=[CH:4][CH:3]=1.C([O-])(=O)[C@H](C1C=CC=CC=1)O.C([O-])([O-])=O.[Na+].[Na+].Cl[C:33]([O:35][CH2:36][CH3:37])=[O:34]>C1COCC1>[Br:1][C:2]1[C:10]2[NH:9][C@H:8]3[CH2:11][CH2:12][N:13]([C:33]([O:35][CH2:36][CH3:37])=[O:34])[CH2:14][C@H:7]3[C:6]=2[CH:5]=[CH:4][CH:3]=1 |f:2.3.4|. Procedure details: Alternative to the use of [4aS,9bR]-6-bromo-2,3,4,4a,5,9b-hexahydro-1H-pyrido[4,3-b]indole (Compound of Formula 1C) free base, the reaction may also be done by starting with the (S)-mandelate salt of [4aS,9bR]-6-bromo-2,3,4,4a,5,9b-hexahydro-1H-pyrido[4,3-b]indole. A 100 mL round-bottomed flask is equipped with a magnetic stirring bar, a pressure-equalizing addition funnel, and a N2 inlet on top of the addition funnel. The flask is charged with the S-mandelate starting material (5 g, 12.35 mmol)... Reactants: [F-].C(CCC)[N+](CCCC)(CCCC)CCCC (tetrabutylammonium fluoride), C(C)(C)(C)[Si](O[C@@H]1C[C@@H](N(C1)C(=O)OCC1=CC=CC=C1)C(N(C)OC)=O)(C1=CC=CC=C1)C1=CC=CC=C1 (benzyl (2R,4R)-4-(tert-butyl-diphenyl-silanyloxy)-2-(methoxy-methyl-carbamoyl)-pyrrolidine-1-carboxylate), O1CCCC1 (tetrahydrofuran). Conditions: time 20 minute. Product: O[C@@H]1C([C@@](N(C1)C(=O)OCC1=CC=CC=C1)(OC)C(N)=O)C (benzyl (2R,4R)-4-hydroxy-2-methoxy-methyl-carbamoyl-pyrrolidine-1-carboxylate). RXN SMILES: [F-].[CH2:2]([N+](CCCC)(CCCC)CCCC)CCC.C([Si](C1C=CC=CC=1)(C1C=CC=CC=1)[O:24][C@H:25]1[CH2:29][N:28]([C:30]([O:32][CH2:33][C:34]2[CH:39]=[CH:38][CH:37]=[CH:36][CH:35]=2)=[O:31])[C@@H:27]([C:40](=[O:45])[N:41](OC)C)[CH2:26]1)(C)(C)C.[O:58]1CCC[CH2:59]1>>[OH:24][C@H:25]1[CH2:29][N:28]([C:30]([O:32][CH2:33][C:34]2[CH:35]=[CH:36][CH:37]=[CH:38][CH:39]=2)=[O:31])[C@@:27]([C:40](=[O:45])[NH2:41])([O:58][CH3:59])[CH:26]1[CH3:2] |f:0.1|. Reported procedure: 7.46 ml of tetrabutylammonium fluoride (1 M tetrahydrofuran solution) was added to a tetrahydrofuran (30 ml) solution of 2.04 g of benzyl (2R,4R)-4-(tert-butyl-diphenyl-silanyloxy)-2-(methoxy-methyl-carbamoyl)-pyrrolidine-1-carboxylate obtained in (step 2), and the reaction liquid was stirred at room temperature for 20 minutes. The solvent of the reaction liquid was evaporated away under reduced pressure, and the resulting residue was purified through silica gel column chromatography (developing... Starting materials: ClC1=CC=C2COC(=O)C2=C1 (6-Chlorophthalide), BrN1C(CCC1=O)=O (N-bromosuccinimide), N(=NCCCC#N)CCCC#N (azobisbutyronitrile). The solvent is C(Cl)(Cl)(Cl)Cl (carbon tetrachloride). Yields the product BrC1OC(=O)C2=CC(=CC=C12)Cl (3-Bromo-6-Chloro-Phthalide). Reaction SMILES: [Cl:1][C:2]1[CH:11]=[C:10]2[C:5]([CH2:6][O:7][C:8]2=[O:9])=[CH:4][CH:3]=1.[Br:12]N1C(=O)CCC1=O.N(CCCC#N)=NCCCC#N>C(Cl)(Cl)(Cl)Cl>[Br:12][CH:6]1[C:5]2[C:10](=[CH:11][C:2]([Cl:1])=[CH:3][CH:4]=2)[C:8](=[O:9])[O:7]1. Procedure details: 6-Chlorophthalide (7.66 gms; 0.0452 mole), N-bromosuccinimide (8.1 gms; 0.0452 mole) and azobisbutyronitrile (0.1 gm) were gently refluxed in dry carbon tetrachloride (150 ml.) for 11/2 hours. On cooling, the succinimide was filtered off and the solvent removed in vacuo to leave a yellow solid, which was used immediately. Yield 9.57 gms. 86.2%